From a dataset of the Open Reaction Database (ORD), a public repository of structured organic reaction records. describe an organic reaction: reactants, conditions, products, and yield The reactants are sulfoxide, O (water), C(=O)(OCC)[C@H](O)[C@@H](O)C(=O)OCC ((+)-diethyl L-tartrate), CC=1C(=NC=CC1OCC(F)(F)F)CSC1=NC2=C(N1)C=CC=C2 (2-[[[3-methyl-4-(2,2,2-trifluoroethoxy)-2-pyridinyl]methyl]thio]-1H-benzimidazole), C(C)(C)N(C(C)C)CC (N,N-diisopropylethylamine), [O-]O.C1(=CC=CC=C1)C(C)C (cumene hydroperoxide), sulfone, sulfide. Reagents/catalysts: CC([O-])C.[Ti+4].CC([O-])C.CC([O-])C.CC([O-])C (titanium(IV) isopropoxide). The solvent is C1(=CC=CC=C1)C (toluene). Reaction conditions: temperature 50 celsius, time 60 minute. The product is CC=1C(=NC=CC1OCC(F)(F)F)CS(=O)C1=NC2=C(N1)C=CC=C2 ((+)-2-[[[3-methyl-4-(2,2,2-trifluoroethoxy)-2-pyridinyl]methyl]sulfinyl]-1H-benzimidazole). Yield: 38.4%. RXN SMILES: O.C([C@@H]([C@H](C(OCC)=O)O)O)(OCC)=[O:3].[CH3:16][C:17]1[C:18]([CH2:29][S:30][C:31]2[NH:35][C:34]3[CH:36]=[CH:37][CH:38]=[CH:39][C:33]=3[N:32]=2)=[N:19][CH:20]=[CH:21][C:22]=1[O:23][CH2:24][C:25]([F:28])([F:27])[F:26].C(N(CC)C(C)C)(C)C.[O-]O.C1(C(C)C)C=CC=CC=1>C1(C)C=CC=CC=1.CC(C)[O-].[Ti+4].CC(C)[O-].CC(C)[O-].CC(C)[O-]>[CH3:16][C:17]1[C:18]([CH2:29][S:30]([C:31]2[NH:32][C:33]3[CH:39]=[CH:38][CH:37]=[CH:36][C:34]=3[N:35]=2)=[O:3])=[N:19][CH:20]=[CH:21][C:22]=1[O:23][CH2:24][C:25]([F:27])([F:26])[F:28] |f:4.5,7.8.9.10.11|. Reported procedure: For example, in Example 22 of this publication, it is described that a mixture, which was obtained by adding water (3.6 mmol), (+)-diethyl L-tartrate (15.0 mmol) and titanium(IV) isopropoxide (6.0 mmol) to a solution of 2-[[[3-methyl-4-(2,2,2-trifluoroethoxy)-2-pyridinyl]methyl]thio]-1H-benzimidazole (6.0 mmol) in toluene, stirring the resulting mixture at 50° C. for 60 min, cooling the reaction mixture to room temperature, adding N,N-diisopropylethylamine (6.0 mmol) and cumene hydroperoxide (6.... RXN SMILES: [CH3:1][C:2]12[CH2:3][O:4][C:5]([CH2:10][CH2:11][CH2:12][CH:13]=[CH:14][CH2:15][CH:16]3[CH:17]([CH2:30][S:31](=[O:32])(=[O:33])[c:34]4[cH:35][cH:36][cH:37][cH:38][cH:39]4)[CH:18]([OH:29])[CH2:19][CH:20]3[O:21][Si:22]([CH2:23][CH3:24])([CH2:25][CH3:26])[CH2:27][CH3:28])([O:6][CH2:7]1)[O:8][CH2:9]2.[CH3:40][C:41]12[CH2:42][O:43][C:44]([CH2:45][CH2:46][CH2:47][CH:48]=[CH:49][CH2:50][CH:51]3[CH:52]([CH2:53][S:54]([c:55]4[cH:56][cH:57][cH:58][cH:59][cH:60]4)(=[O:61])=[O:62])[CH:63]([O:64][Si:65]([CH2:66][CH3:67])([CH2:68][CH3:69])[CH2:70][CH3:71])[CH2:72][CH:73]3[OH:74])([O:75][CH2:76]1)[O:77][CH2:78]2>>[CH3:1][C:2]12[CH2:3][O:4][C:5]([CH2:10][CH2:11][CH2:12][CH:13]=[CH:14][CH2:15][CH:16]3[CH:17]([CH2:30][S:31](=[O:32])(=[O:33])[c:34]4[cH:35][cH:36][cH:37][cH:38][cH:39]4)[CH:18]([OH:29])[CH2:19][CH:20]3[OH:21])([O:6][CH2:7]1)[O:8][CH2:9]2. Yields the product CC12COC(CCCC=CCC3C(O)CC(O)C3CS(=O)(=O)c3ccccc3)(OC1)OC2. Starting materials: CC[Si](CC)(CC)OC1CC(O)C(CS(=O)(=O)c2ccccc2)C1CC=CCCCC12OCC(C)(CO1)CO2, CC[Si](CC)(CC)OC1CC(O)C(CC=CCCCC23OCC(C)(CO2)CO3)C1CS(=O)(=O)c1ccccc1. The reactants are C1CNCCN1, C1=CC2=C(C=C(O2)C(=O)N)C(=C1)Br. The reagents and catalysts are C(=O)([O-])[O-].[Cs+].[Cs+], C1=CC=C(C=C1)P(C2=CC=CC=C2)C3=C(C4=CC=CC=C4C=C3)C5=C(C=CC6=CC=CC=C65)P(C7=CC=CC=C7)C8=CC=CC=C8, C1=CC=C(C=C1)/C=C/C(=O)/C=C/C2=CC=CC=C2.C1=CC=C(C=C1)/C=C/C(=O)/C=C/C2=CC=CC=C2.C1=CC=C(C=C1)/C=C/C(=O)/C=C/C2=CC=CC=C2.[Pd].[Pd]. Solvent: C1CCOC1. Conditions: temperature 70 celsius. The product is C1CN(CCN1)C2=C3C=C(OC3=CC=C2)C(=O)N. Isolated yield 0.0%. Procedure: The crude product from EN03731-54-001, 4-bromobenzofuran-2-carboxamide (0.600 g, 2.5 mmol), was dissolved in THF (18 mL) and water (18.00 mL). To this mixture were added piperazine (1.077 g, 12.50 mmol), Cesium carbonate (1.629 g, 5.00 mmol), Tris(dibenzylideneacetone)dipalladium(0) (0.114 g, 0.13 mmol) and rac-2,2'-Bis(diphenylphosphino)-1,1'-binaphthyl (0.156 g, 0.25 mmol) and the reaction was heated at 70 °C over night.  2010-04-13 No product was detected. The reaction mixture was filtered an...